This data is from the Open Reaction Database (ORD), a public repository of structured organic reaction records. The task is: describe an organic reaction: reactants, conditions, products, and yield Reactants: OCCN1CCN(CC1)CC(=O)NC=1C(=NC(=CC1SC)C)SC (2-[4-(2-hydroxyethyl)piperazin-1-yl]-N-[2,4-bis(methylthio)-6-methylpyridin-3-yl]acetamide), SC=1SC2=C(N1)C=CC=C2 (2-mercaptobenzothiazole), OCCN1CCN(CC1)CC(=O)NC=1C(=NC(=CC1N1CCOCC1)C)N1CCOCC1 (2-[4-(2-hydroxyethyl)piperazin-1-yl]-N-[2,4-bis(morpholino)-6-methylpyridin-3-yl]acetamide), SC=1NC2=C(N1)C=CC=C2 (2-mercaptobenzimidazole). The product is S1C(=NC2=C1C=CC=C2)SCCN2CCN(CC2)CC(=O)NC=2C(=NC(=CC2N2CCOCC2)C)N2CCOCC2 (2-[4-[2-(benzothiazol-2- ylthio)ethyl]piperazin-1-yl]-N-[2,4-bis(morpholino)-6-methylpyridin-3-yl]acetamide). As a reaction SMILES: OCCN1CCN(CC(NC2C(SC)=NC(C)=CC=2SC)=O)CC1.O[CH2:26][CH2:27][N:28]1[CH2:33][CH2:32][N:31]([CH2:34][C:35]([NH:37][C:38]2[C:39]([N:51]3[CH2:56][CH2:55][O:54][CH2:53][CH2:52]3)=[N:40][C:41]([CH3:50])=[CH:42][C:43]=2[N:44]2[CH2:49][CH2:48][O:47][CH2:46][CH2:45]2)=[O:36])[CH2:30][CH2:29]1.SC1NC2C=CC=CC=2N=1.[SH:67][C:68]1[S:69][C:70]2[CH:76]=[CH:75][CH:74]=[CH:73][C:71]=2[N:72]=1>>[S:69]1[C:70]2[CH:76]=[CH:75][CH:74]=[CH:73][C:71]=2[N:72]=[C:68]1[S:67][CH2:26][CH2:27][N:28]1[CH2:29][CH2:30][N:31]([CH2:34][C:35]([NH:37][C:38]2[C:39]([N:51]3[CH2:56][CH2:55][O:54][CH2:53][CH2:52]3)=[N:40][C:41]([CH3:50])=[CH:42][C:43]=2[N:44]2[CH2:45][CH2:46][O:47][CH2:48][CH2:49]2)=[O:36])[CH2:32][CH2:33]1. Reported procedure: The reaction and treatments of Example 12 were repeated, except that 2-[4-(2-hydroxyethyl)piperazin-1-yl]-N-[2,4-bis(methylthio)-6-methylpyridin-3-yl]acetamide was replaced by 2-[4-(2-hydroxyethyl)piperazin-1-yl]-N-[2,4-bis(morpholino)-6-methylpyridin-3-yl]acetamide, and 2-mercaptobenzimidazole was replaced by 2-mercaptobenzothiazole, to thereby yield the title compound as a colorless foamed substance. Reactants: Cc1ccc(O)cn1, O=[N+]([O-])O, O=S(=O)(O)O. Yields the product Cc1ccc(O)c([N+](=O)[O-])n1. Reaction SMILES: [OH:1][c:2]1[cH:3][cH:4][c:5]([CH3:8])[n:6][cH:7]1.[OH:9][N+:10]([O-:11])=[O:12].[S:13](=[O:14])(=[O:15])([OH:16])[OH:17]>>[OH:1][c:2]1[cH:3][cH:4][c:5]([CH3:8])[n:6][c:7]1[N+:10](=[O:9])[O-:11]. Starting materials: Cl.N1CC(C1)C1=CC=C(C#N)C=C1 (4-(azetidin-3-yl)benzonitrile hydrochloride), Cl.N1CCC(CC1)C1=CC=C(C#N)C=C1 (4-(piperidin-4-yl)benzonitrile hydrochloride), Cl.C(C)(N)=N (acetimidamide hydrochloride), compound 27, IC=1C=C(C(=O)OC)C=CC1 (methyl 3-iodobenzoate), Cl.COCC(N)=N (2-methoxyacetimidamide hydrochloride), IC=1C=C(C(=O)OC)C=CC1C (methyl 3-iodo-4-methylbenzoate), Cl.N1CC(C1)C1=CC=C(C#N)C=C1 (4-(azetidin-3-yl)benzonitrile hydrochloride). The product is ClC=1N=C(NC1C=1C=C(C(=O)N2CC(C2)C2=CC=C(C#N)C=C2)C=CC1)C (4-(1-(3-(4-Chloro-2-methyl-1H-imidazol-5-yl)benzoyl)azetidin-3-yl)benzonitrile). As a reaction SMILES: I[C:2]1[CH:3]=[C:4]([CH:9]=[CH:10][CH:11]=1)[C:5]([O:7]C)=O.IC1C=C(C=C[C:22]=1[CH3:23])C(OC)=O.[ClH:24].[C:25](=[NH:28])([NH2:27])[CH3:26].Cl.COCC(=N)N.Cl.[NH:37]1[CH2:40][CH:39]([C:41]2[CH:48]=[CH:47][C:44]([C:45]#[N:46])=[CH:43][CH:42]=2)[CH2:38]1.Cl.N1CCC(C2C=CC(C#N)=CC=2)CC1>>[Cl:24][C:22]1[N:28]=[C:25]([CH3:26])[NH:27][C:23]=1[C:2]1[CH:3]=[C:4]([CH:9]=[CH:10][CH:11]=1)[C:5]([N:37]1[CH2:40][CH:39]([C:41]2[CH:48]=[CH:47][C:44]([C:45]#[N:46])=[CH:43][CH:42]=2)[CH2:38]1)=[O:7] |f:2.3,4.5,6.7,8.9|. Procedure: The title compound was prepared using standard chemical manipulations and procedures similar to those used for preparation of compound 27, except methyl 3-iodobenzoate was used in place of methyl 3-iodo-4-methylbenzoate (compound 5.3), acetimidamide hydrochloride was used in place of 2-methoxyacetimidamide (compound 4.7) and 4-(azetidin-3-yl)benzonitrile hydrochloride (compound 5.2) was used in place of 4-(piperidin-4-yl)benzonitrile hydrochloride (compound 1.2). m/z (ES+) 377 (M+H)+. Reactants: [Br-], O=C(Cl)Oc1ccc(Oc2ccc(C(F)(F)F)cn2)cc1, [K+], c1cnc(N2CCNCC2)cn1. Product: O=C(Oc1ccc(Oc2ccc(C(F)(F)F)cn2)cc1)N1CCN(c2cnccn2)CC1. Reaction SMILES: [Br-:34].[Cl:1][C:2](=[O:3])[O:4][c:5]1[cH:6][cH:7][c:8]([O:11][c:12]2[n:13][cH:14][c:15]([C:18]([F:19])([F:20])[F:21])[cH:16][cH:17]2)[cH:9][cH:10]1.[K+:35].[n:22]1[c:23]([N:28]2[CH2:29][CH2:30][NH:31][CH2:32][CH2:33]2)[cH:24][n:25][cH:26][cH:27]1>>[C:2](=[O:3])([O:4][c:5]1[cH:6][cH:7][c:8]([O:11][c:12]2[n:13][cH:14][c:15]([C:18]([F:19])([F:20])[F:21])[cH:16][cH:17]2)[cH:9][cH:10]1)[N:31]1[CH2:30][CH2:29][N:28]([c:23]2[n:22][cH:27][cH:26][n:25][cH:24]2)[CH2:33][CH2:32]1. The reactants are COC(=O)C1(OC1)C(CCCCCOC1=CC=C(C=C1)Cl)(F)F (2-[6-(4-chlorophenoxy)-1,1-difluorohexyl]-2-oxiranecarboxylic acid methyl ester), [OH-].[Na+] (sodium hydroxide). Solvent: C(C)O (ethanol), O (water). Conditions: time 3 hour. Yields the product [Na+].ClC1=CC=C(OCCCCCC(F)(F)C2(OC2)C(=O)[O-])C=C1 (2-[6-(4-Chlorophenoxy)-1,1-difluorohexyl]-2-oxiranecarboxylic acid sodium salt). The yield is 81.0%. Reaction SMILES: C[O:2][C:3]([C:5]1([C:8]([F:23])([F:22])[CH2:9][CH2:10][CH2:11][CH2:12][CH2:13][O:14][C:15]2[CH:20]=[CH:19][C:18]([Cl:21])=[CH:17][CH:16]=2)[CH2:7][O:6]1)=[O:4].[OH-].[Na+:25]>C(O)C.O>[Na+:25].[Cl:21][C:18]1[CH:19]=[CH:20][C:15]([O:14][CH2:13][CH2:12][CH2:11][CH2:10][CH2:9][C:8]([C:5]2([C:3]([O-:4])=[O:2])[CH2:7][O:6]2)([F:22])[F:23])=[CH:16][CH:17]=1 |f:1.2,5.6|. Procedure details: A solution of 348 mg (1 mmol) of 2-[6-(4-chlorophenoxy)-1,1-difluorohexyl]-2-oxiranecarboxylic acid methyl ester of Example 7 in 10 ml of 95% ethanol is treated with a solution of 40 mg (1 mmol) of sodium hydroxide in 5 ml of water. The solution is stirred at room temperature for 3 hours and is then rotoevaporated. The obtained solid is triturated two times with ethyl ether and the solvent is removed to give 289 mg (77.1%) of the title compound: m.p. 140°-153° C.; IR (KBr) 1645, 1618 cm-1 ; NMR ... Starting materials: CC1C(OC2=C1C=CC=C2SC2=C(C=CC=C2)F)=O (3-Methyl-7-(2-fluorophenylthio)-2,3-dihydrobenzofuran-2-one), [OH-].[K+].CO (potassium hydroxide methanol). Yields the product OC1=C(C=CC=C1SC1=C(C=CC=C1)F)C(C(=O)O)C (2-[2-hydroxy-3-(2-fluorophenylthio)phenyl]propionic acid). As a reaction SMILES: [CH3:1][CH:2]1[C:6]2[CH:7]=[CH:8][CH:9]=[C:10]([S:11][C:12]3[CH:17]=[CH:16][CH:15]=[CH:14][C:13]=3[F:18])[C:5]=2[O:4][C:3]1=[O:19].[OH-:20].[K+].CO>>[OH:4][C:5]1[C:10]([S:11][C:12]2[CH:17]=[CH:16][CH:15]=[CH:14][C:13]=2[F:18])=[CH:9][CH:8]=[CH:7][C:6]=1[CH:2]([CH3:1])[C:3]([OH:19])=[O:20] |f:1.2.3|. Reported procedure: 3-Methyl-7-(2-fluorophenylthio)-2,3-dihydrobenzofuran-2-one was hydrolyzed by treating with potassium hydroxide-methanol to give 2-[2-hydroxy-3-(2-fluorophenylthio)phenyl]propionic acid, mp. 116°-117° C.